Dataset: the Open Reaction Database (ORD), a public repository of structured organic reaction records. Task: describe an organic reaction: reactants, conditions, products, and yield Reaction SMILES: [Al+3:19].[CH2:31]([O:32][CH2:33][CH3:34])[CH3:35].[CH3:1][c:2]1[c:3]([CH2:13][C:14](=[O:15])[O:16][CH3:17])[n:4][c:5](-[c:7]2[cH:8][cH:9][cH:10][cH:11][cH:12]2)[o:6]1.[CH3:24][CH2:25][O:26][C:27](=[O:28])[CH3:29].[H-:18].[H-:21].[H-:22].[H-:23].[Li+:20].[OH2:30]>>[CH3:1][c:2]1[c:3]([CH2:13][CH2:14][OH:15])[n:4][c:5](-[c:7]2[cH:8][cH:9][cH:10][cH:11][cH:12]2)[o:6]1. The product is Cc1oc(-c2ccccc2)nc1CCO. The reactants are [Al+3], CCOCC, COC(=O)Cc1nc(-c2ccccc2)oc1C, CCOC(C)=O, [H-], [H-], [H-], [H-], [Li+], O. Starting materials: C(CCCCCCCCCCCCCCCCC)OC=1C=C(CN=[N+]=[N-])C=C(C1OCCCCCCCCCCCCCCCCCC)OCCCCCCCCCCCCCCCCCC (3,4,5-tris(octadecyloxy)benzyl azide), [H-].[Al+3].[Li+].[H-].[H-].[H-] (lithium aluminum hydride). Run at time 2 hour. Solvent: O1CCCC1 (tetrahydrofuran). RXN SMILES: [CH2:1]([O:19][C:20]1[CH:21]=[C:22]([CH:27]=[C:28]([O:49][CH2:50][CH2:51][CH2:52][CH2:53][CH2:54][CH2:55][CH2:56][CH2:57][CH2:58][CH2:59][CH2:60][CH2:61][CH2:62][CH2:63][CH2:64][CH2:65][CH2:66][CH3:67])[C:29]=1[O:30][CH2:31][CH2:32][CH2:33][CH2:34][CH2:35][CH2:36][CH2:37][CH2:38][CH2:39][CH2:40][CH2:41][CH2:42][CH2:43][CH2:44][CH2:45][CH2:46][CH2:47][CH3:48])[CH2:23][N:24]=[N+]=[N-])[CH2:2][CH2:3][CH2:4][CH2:5][CH2:6][CH2:7][CH2:8][CH2:9][CH2:10][CH2:11][CH2:12][CH2:13][CH2:14][CH2:15][CH2:16][CH2:17][CH3:18].[H-].[Al+3].[Li+].[H-].[H-].[H-]>O1CCCC1>[CH2:50]([O:49][C:28]1[CH:27]=[C:22]([CH:21]=[C:20]([O:19][CH2:1][CH2:2][CH2:3][CH2:4][CH2:5][CH2:6][CH2:7][CH2:8][CH2:9][CH2:10][CH2:11][CH2:12][CH2:13][CH2:14][CH2:15][CH2:16][CH2:17][CH3:18])[C:29]=1[O:30][CH2:31][CH2:32][CH2:33][CH2:34][CH2:35][CH2:36][CH2:37][CH2:38][CH2:39][CH2:40][CH2:41][CH2:42][CH2:43][CH2:44][CH2:45][CH2:46][CH2:47][CH3:48])[CH2:23][NH2:24])[CH2:51][CH2:52][CH2:53][CH2:54][CH2:55][CH2:56][CH2:57][CH2:58][CH2:59][CH2:60][CH2:61][CH2:62][CH2:63][CH2:64][CH2:65][CH2:66][CH3:67] |f:1.2.3.4.5.6|. Yield: 105.5%. Yields the product C(CCCCCCCCCCCCCCCCC)OC=1C=C(CN)C=C(C1OCCCCCCCCCCCCCCCCCC)OCCCCCCCCCCCCCCCCCC (3,4,5-tris(octadecyloxy)benzyl amine). Reported procedure: Under an argon atmosphere, 3,4,5-tris(octadecyloxy)benzyl azide (3.00 g, 3.21 mmol) was dissolved in dehydrating tetrahydrofuran (35 mL) and, under ice-cooling, lithium aluminum hydride (162 mg, 4.30 mmol) was added. The reaction mixture was stirred at room temperature for 2 hr. After completion of the reaction, purified water (2 mL) and 4.0 mol/L aqueous sodium hydroxide solution (2 mL) were added dropwise to the reaction mixture to decompose unreacted lithium aluminum hydride, and the reaction...